Dataset: the Open Reaction Database (ORD), a public repository of structured organic reaction records. Task: describe an organic reaction: reactants, conditions, products, and yield The reactants are BrC=1C(=CC2=C(N(C=N2)CC2=CC3=C(N=C(S3)N[C@H]3[C@@H](CCCC3)O)C=C2)C1)OC ((1R,2R)-2-((6-((6-Bromo-5-methoxy-1H-benzo[d]imidazol-1-yl)methyl)benzo[d]thiazol-2-yl)amino)cyclohexanol), CN(C)C=O (DMF). Reagents/catalysts: [C-]#N.[Zn+2].[C-]#N (zinc cyanide), C1(=CC=CC=C1)P([C-]1C=CC=C1)C1=CC=CC=C1.[C-]1(C=CC=C1)P(C1=CC=CC=C1)C1=CC=CC=C1.[Fe+2] (1,1′-Bis(diphenylphosphino)ferrocene), C=1C=CC(=CC1)/C=C/C(=O)/C=C/C2=CC=CC=C2.C=1C=CC(=CC1)/C=C/C(=O)/C=C/C2=CC=CC=C2.C=1C=CC(=CC1)/C=C/C(=O)/C=C/C2=CC=CC=C2.[Pd].[Pd] (tris(dibenzylideneacetone)dipalladium), C1(=CC=CC=C1)P([C-]1C=CC=C1)C1=CC=CC=C1.[C-]1(C=CC=C1)P(C1=CC=CC=C1)C1=CC=CC=C1.[Fe+2] (1,1′-bis(diphenylphosphino)ferrocene), C=1C=CC(=CC1)/C=C/C(=O)/C=C/C2=CC=CC=C2.C=1C=CC(=CC1)/C=C/C(=O)/C=C/C2=CC=CC=C2.C=1C=CC(=CC1)/C=C/C(=O)/C=C/C2=CC=CC=C2.[Pd].[Pd] (tris(dibenzylideneacetone)dipalladium), [C-]#N.[Zn+2].[C-]#N (zinc cyanide). Run at temperature 110 celsius. The product is O[C@H]1[C@@H](CCCC1)NC=1SC2=C(N1)C=CC(=C2)CN2C=NC1=C2C=C(C(=C1)OC)C#N (1-((2-(((1R,2R)-2-hydroxycyclohexyl)amino)benzo[d]thiazol-6-yl)methyl)-5-methoxy-1H-benzo[d]imidazole-6-carbonitrile). The yield is 41.0%. Reaction SMILES: Br[C:2]1[C:3]([O:29][CH3:30])=[CH:4][C:5]2[N:9]=[CH:8][N:7]([CH2:10][C:11]3[CH:27]=[CH:26][C:14]4[N:15]=[C:16]([NH:18][C@@H:19]5[CH2:24][CH2:23][CH2:22][CH2:21][C@H:20]5[OH:25])[S:17][C:13]=4[CH:12]=3)[C:6]=2[CH:28]=1.[CH3:31][N:32](C=O)C>[C-]#N.[Zn+2].[C-]#N.C1(P(C2C=CC=CC=2)[C-]2C=CC=C2)C=CC=CC=1.[C-]1(P(C2C=CC=CC=2)C2C=CC=CC=2)C=CC=C1.[Fe+2].C1C=CC(/C=C/C(/C=C/C2C=CC=CC=2)=O)=CC=1.C1C=CC(/C=C/C(/C=C/C2C=CC=CC=2)=O)=CC=1.C1C=CC(/C=C/C(/C=C/C2C=CC=CC=2)=O)=CC=1.[Pd].[Pd]>[OH:25][C@@H:20]1[CH2:21][CH2:22][CH2:23][CH2:24][C@H:19]1[NH:18][C:16]1[S:17][C:13]2[CH:12]=[C:11]([CH2:10][N:7]3[C:6]4[CH:28]=[C:2]([C:31]#[N:32])[C:3]([O:29][CH3:30])=[CH:4][C:5]=4[N:9]=[CH:8]3)[CH:27]=[CH:26][C:14]=2[N:15]=1 |f:2.3.4,5.6.7,8.9.10.11.12|. Procedure: To a suspension of (1R,2R)-2-((6-((6-bromo-5-methoxy-1H-benzo[d]imidazol-1-yl)methyl)benzo[d]thiazol-2-yl)amino)cyclohexanol (50 mg, 0.1 mmol) from Step 5 of Example 47 in DMF (1.5 mL) was added zinc cyanide (24 mg, 0.2 mmol). Argon was bubbled into the mixture for 5 min followed by the addition of 1,1′-bis(diphenylphosphino)ferrocene (9 mg, 0.02 mmol) and tris(dibenzylideneacetone)dipalladium (9 mg, 0.01 mmol). Argon was bubbled into the mixture for an additional 5 min. The reaction vessel was ... Reactants: C[Si](CCOCCl)(C)C (2-trimethylsilylethoxymethyl chloride), [N+](=O)([O-])C1=CC=C(C(=O)C=2NC=CC2)C=C1 (2-(4-nitrobenzoyl) pyrrole), [H-].[Na+] (sodium hydride). The solvent is CN(C)C=O (DMF), CN(C)C=O (DMF). Conditions: temperature 5 celsius, time 10 minute. Yields the product [N+](=O)([O-])C1=CC=C(C(=O)C=2N(C=CC2)COCC[Si](C)(C)C)C=C1 (2-(4-nitrobenzoyl)-1-(2-trimethylsilylethoxymethyl)pyrrole). Reaction SMILES: [N+:1]([C:4]1[CH:16]=[CH:15][C:7]([C:8]([C:10]2[NH:11][CH:12]=[CH:13][CH:14]=2)=[O:9])=[CH:6][CH:5]=1)([O-:3])=[O:2].[H-].[Na+].[CH3:19][Si:20]([CH3:27])([CH3:26])[CH2:21][CH2:22][O:23][CH2:24]Cl>CN(C=O)C>[N+:1]([C:4]1[CH:16]=[CH:15][C:7]([C:8]([C:10]2[N:11]([CH2:24][O:23][CH2:22][CH2:21][Si:20]([CH3:27])([CH3:26])[CH3:19])[CH:12]=[CH:13][CH:14]=2)=[O:9])=[CH:6][CH:5]=1)([O-:3])=[O:2] |f:1.2|. Procedure details: A solution of 2-(4-nitrobenzoyl) pyrrole (White et al., J. Org. Chem., 42 4284 [1977]; 2 g. 9.26 mM) in DMF (5 ml) was added dropwise to a stirred suspension of sodium hydride (0.42 g of a 60% dispersion in mineral oil, 1.05 mM) in DMF (15 ml). After 10 minutes, the mixture was cooled to 5° C. and 2-trimethylsilylethoxymethyl chloride (1.7 ml) was added dropwise and the mixture stirred for 10 minutes. The cooling bath was removed and stirring continued for 1.5 hours. The mixture was poured into ... Starting materials: COC1=CC=C(C=C1)N1C(O[C@H](C1)CN1CCC(CC1)SC1=CC=C(C=C1)OC)=O (3-p-methoxyphenyl-5(S)-[(4-p-methoxyphenylthiopiperidino)methyl]-2-oxazolidinone). Run in CS(=O)C (DMSO). Product: COC1=CC=C(C=C1)SC1CCNCC1 (4-(p-methoxyphenylthio)piperidine). Reaction SMILES: COC1C=CC(N2C[C@H](C[N:15]3[CH2:20][CH2:19][CH:18]([S:21][C:22]4[CH:27]=[CH:26][C:25]([O:28][CH3:29])=[CH:24][CH:23]=4)[CH2:17][CH2:16]3)OC2=O)=CC=1>CS(C)=O>[CH3:29][O:28][C:25]1[CH:26]=[CH:27][C:22]([S:21][CH:18]2[CH2:19][CH2:20][NH:15][CH2:16][CH2:17]2)=[CH:23][CH:24]=1. Reported procedure: 3-p-methoxyphenyl-5(S)-[(4-p-methoxyphenylthiopiperidino)methyl]-2-oxazolidinone (hydrochloride), m.p. 223°-225°; [α]D =-31.3° (DMSO); The reactants are N#Cc1ccc(S(=O)(=O)Cl)cc1, C1CCNCC1, ClCCl. The product is N#Cc1ccc(S(=O)(=O)N2CCCCC2)cc1. Reaction SMILES: [C:1](#[N:2])[c:3]1[cH:4][cH:5][c:6]([S:9](=[O:10])(=[O:11])[Cl:12])[cH:7][cH:8]1.[CH2:13]1[CH2:14][CH2:15][NH:16][CH2:17][CH2:18]1.[CH2:19]([Cl:20])[Cl:21]>>[C:1](#[N:2])[c:3]1[cH:4][cH:5][c:6]([S:9](=[O:10])(=[O:11])[N:16]2[CH2:15][CH2:14][CH2:13][CH2:18][CH2:17]2)[cH:7][cH:8]1. Starting materials: O=C([O-])[O-], O=C(NCc1ccccc1)c1cccc2cc(NS(=O)(=O)c3cc(Cl)cc(Cl)c3)ccc12, CCOP(=O)(COS(=O)(=O)C(F)(F)F)OCC, CCOC(C)=O, CN(C)C=O, [K+], [K+]. The product is CCOP(=O)(CN(c1ccc2c(C(=O)NCc3ccccc3)cccc2c1)S(=O)(=O)c1cc(Cl)cc(Cl)c1)OCC. Reaction SMILES: [C:50](=[O:51])([O-:52])[O-:53].[CH2:1]([c:2]1[cH:3][cH:4][cH:5][cH:6][cH:7]1)[NH:8][C:9](=[O:10])[c:11]1[cH:12][cH:13][cH:14][c:15]2[cH:16][c:17]([NH:21][S:22](=[O:23])(=[O:24])[c:25]3[cH:26][c:27]([Cl:32])[cH:28][c:29]([Cl:31])[cH:30]3)[cH:18][cH:19][c:20]12.[CH2:33]([CH3:34])[O:35][P:36](=[O:37])([O:38][CH2:39][CH3:40])[CH2:41][O:42][S:43]([C:44]([F:45])([F:46])[F:47])(=[O:48])=[O:49].[CH3:56][CH2:57][O:58][C:59](=[O:60])[CH3:61].[CH3:62][N:63]([CH3:64])[CH:65]=[O:66].[K+:54].[K+:55]>>[CH2:1]([c:2]1[cH:3][cH:4][cH:5][cH:6][cH:7]1)[NH:8][C:9](=[O:10])[c:11]1[cH:12][cH:13][cH:14][c:15]2[cH:16][c:17]([N:21]([S:22](=[O:23])(=[O:24])[c:25]3[cH:26][c:27]([Cl:32])[cH:28][c:29]([Cl:31])[cH:30]3)[CH2:41][P:36]([O:35][CH2:33][CH3:34])(=[O:37])[O:38][CH2:39][CH3:40])[cH:18][cH:19][c:20]12. Reactants: N1CCC(CC1)NC(=O)C=1CCOC2=C(C1)C=C(C=C2)C2=CC=C(C=C2)C (N-(4-piperidinyl)-7-(4-methylphenyl)-2,3-dihydro-1-benzooxepine-4-carboxamide), C1(=CCCCCCCC1)C=O (cyclononene-1-carbaldehyde), C(C)(=O)O[BH-](OC(C)=O)OC(C)=O.[Na+] (sodium triacetoxyborohydride). Run in ClCCCl (1,2-dichloroethane). Reaction conditions: time 8 hour. Product: C1(=CCCCCCCC1)CN1CCC(CC1)NC(=O)C=1CCOC2=C(C1)C=C(C=C2)C2=CC=C(C=C2)C (N-(1-(cyclononen-1-yl)methylpiperidin-4-yl)-7-(4-methylphenyl)-2,3-dihydro-1-benzooxepine-4-carboxamide). The yield is 38.8%. RXN SMILES: [NH:1]1[CH2:6][CH2:5][CH:4]([NH:7][C:8]([C:10]2[CH2:11][CH2:12][O:13][C:14]3[CH:20]=[CH:19][C:18]([C:21]4[CH:26]=[CH:25][C:24]([CH3:27])=[CH:23][CH:22]=4)=[CH:17][C:15]=3[CH:16]=2)=[O:9])[CH2:3][CH2:2]1.[C:28]1([CH:37]=O)[CH2:36][CH2:35][CH2:34][CH2:33][CH2:32][CH2:31][CH2:30][CH:29]=1.C(O[BH-](OC(=O)C)OC(=O)C)(=O)C.[Na+]>ClCCCl>[C:28]1([CH2:37][N:1]2[CH2:2][CH2:3][CH:4]([NH:7][C:8]([C:10]3[CH2:11][CH2:12][O:13][C:14]4[CH:20]=[CH:19][C:18]([C:21]5[CH:22]=[CH:23][C:24]([CH3:27])=[CH:25][CH:26]=5)=[CH:17][C:15]=4[CH:16]=3)=[O:9])[CH2:5][CH2:6]2)[CH2:36][CH2:35][CH2:34][CH2:33][CH2:32][CH2:31][CH2:30][CH:29]=1 |f:2.3|. Procedure details: To N-(4-piperidinyl)-7-(4-methylphenyl)-2,3-dihydro-1-benzooxepine-4-carboxamide (0.15 g) and cyclononene-1-carbaldehyde (0.085 g) dissolved in 1,2-dichloroethane (10 ml) was added under ice cooling sodium triacetoxyborohydride (0.12 g), and the resulting mixture was stirred at room temperature overnight under a nitrogen atmosphere. The reaction mixture was evaporated to remove the solvent, was neutralized with a 1 N aqueous solution of sodium hydroxide, was then concentrated and was extracted w... Starting materials: C(C)(C)(C)C1(OC1)[C@H]1[C@@H](C1)C1=C(C=C(C=C1)Cl)Cl (trans-1-(2-tert-butyl-2-oxiranyl)-2-(2,4-dichlorophenyl)cyclopropane), CN1C(CCC1)=O (N-methylpyrrolidone), O (water), [OH-].[Na+] (sodium hydroxide), N1N=NC=C1 (triazole), CN1C(CCC1)=O (N-methylpyrrolidone). Conditions: temperature 50 celsius, time 18 hour. The product is C(C)(C)(C)C(CN1N=CN=C1)(O)[C@H]1[C@@H](C1)C1=C(C=C(C=C1)Cl)Cl (trans-1-[1-tert-butyl-1-hydroxy-2-(1,2,4-triazol-1-yl)ethyl]-2-(2,4-dichlorophenyl)cyclopropane). The yield is 60.0%. Reaction SMILES: [OH-].[Na+].N1C=[CH:6][N:5]=[N:4]1.[C:8]([C:12]1([C@@H:15]2[CH2:17][C@H:16]2[C:18]2[CH:23]=[CH:22][C:21]([Cl:24])=[CH:20][C:19]=2[Cl:25])[CH2:14][O:13]1)([CH3:11])([CH3:10])[CH3:9].O.[CH3:27][N:28]1CCCC1=O>>[C:8]([C:12]([C@@H:15]1[CH2:17][C@H:16]1[C:18]1[CH:23]=[CH:22][C:21]([Cl:24])=[CH:20][C:19]=1[Cl:25])([OH:13])[CH2:14][N:5]1[CH:6]=[N:28][CH:27]=[N:4]1)([CH3:11])([CH3:10])[CH3:9] |f:0.1|. Procedure: 5.6 g of sodium hydroxide (50% by weight) are added to a solution of 5.1 g of triazole in 50 ml of N-methylpyrrolidone, and the mixture is heated at 50° C. for 30 minutes. Then, at room temperature, 10 g of trans-1-(2-tert-butyl-2-oxiranyl)-2-(2,4-dichlorophenyl)cyclopropane which is dissolved in 50 ml of N-methylpyrrolidone are slowly added dropwise. The reaction mixture is stirred at room temperature for 18 hours and then 100 ml of water are added to the solution and the mixture is extracted s...